From a dataset of the Open Reaction Database (ORD), a public repository of structured organic reaction records. describe an organic reaction: reactants, conditions, products, and yield The reactants are C(C)(C)(C)OC(N[C@@H]1CCC2=C(NC1=O)C=CC=C2)=O (((R)-2-oxo-2,3,4,5-tetrahydro-1H-benzo[b]azepin-3-yl)-carbamic acid tert-butyl ester), C(C)(=O)O (Acetic acid), BrBr (bromine). Solvent: C(C)(=O)OCC (ethyl acetate). Reaction conditions: time 1.5 hour. Yields the product C(C)(C)(C)OC(N[C@H]1C(NC2=C(CC1)C=C(C=C2)Br)=O)=O (((R)-7-bromo-2-oxo-2,3,4,5-tetrahydro-1H-1-benzazepin-3-yl)-carbamic acid tert-butyl Ester). As a reaction SMILES: [C:1]([O:5][C:6](=[O:20])[NH:7][C@H:8]1[C:14](=[O:15])[NH:13][C:12]2[CH:16]=[CH:17][CH:18]=[CH:19][C:11]=2[CH2:10][CH2:9]1)([CH3:4])([CH3:3])[CH3:2].C(O)(=O)C.[Br:25]Br>C(OCC)(=O)C>[C:1]([O:5][C:6](=[O:20])[NH:7][C@@H:8]1[CH2:9][CH2:10][C:11]2[CH:19]=[C:18]([Br:25])[CH:17]=[CH:16][C:12]=2[NH:13][C:14]1=[O:15])([CH3:4])([CH3:2])[CH3:3]. Procedure details: A round-bottom flask containing ((R)-2-oxo-2,3,4,5-tetrahydro-1H-benzo[b]azepin-3-yl)-carbamic acid tert-butyl ester (0.338 g, 1.20 mmol) was fitted with a stirbar and septa. Acetic acid (glacial, 5 mL) and bromine (0.37 g, 2.3 mmol) were added, in that order, giving a solution that was stirred at room temperature for 1.5 hours. The reaction was then poured into ethyl acetate (50 mL) and washed with saturated aqueous NaHCO3 solution (2×50 mL). The organic layer was dried over MgSO4, filtered and... Reactants: C(N)(=O)C=1C=NC2=C(C=CC=C2C1OCC)NC(C1=C(C=CC=C1Cl)Cl)=O (3-carbamoyl-8-(2,6-dichlorobenzoylamino)-4-ethoxyquinoline), S(=O)(Cl)Cl (thionyl chloride), C([O-])(O)=O.[Na+] (sodium bicarbonate). Run in CN(C=O)C (dimethylformamide). Run at time 30 minute. Product: C(#N)C=1C=NC2=C(C=CC=C2C1OCC)NC(C1=C(C=CC=C1Cl)Cl)=O (3-cyano-8-(2,6-dichlorobenzoylamino)-4-ethoxyquinoline). Isolated yield 77.1%. As a reaction SMILES: [C:1]([C:4]1[CH:5]=[N:6][C:7]2[C:12]([C:13]=1[O:14][CH2:15][CH3:16])=[CH:11][CH:10]=[CH:9][C:8]=2[NH:17][C:18](=[O:27])[C:19]1[C:24]([Cl:25])=[CH:23][CH:22]=[CH:21][C:20]=1[Cl:26])(=O)[NH2:2].S(Cl)(Cl)=O.C(=O)(O)[O-].[Na+]>CN(C)C=O>[C:1]([C:4]1[CH:5]=[N:6][C:7]2[C:12]([C:13]=1[O:14][CH2:15][CH3:16])=[CH:11][CH:10]=[CH:9][C:8]=2[NH:17][C:18](=[O:27])[C:19]1[C:24]([Cl:25])=[CH:23][CH:22]=[CH:21][C:20]=1[Cl:26])#[N:2] |f:2.3|. Procedure: To a solution of 3-carbamoyl-8-(2,6-dichlorobenzoylamino)-4-ethoxyquinoline (122 mg) in dimethylformamide was added thionyl chloride (53.9 mg), and the mixture was stirred for 30 minutes at ambient temperature. The mixture was poured into saturated sodium bicarbonate solution and extracted with ethyl acetate. The organic layer was washed with brine, dried over magnesium sulfate and evaporated in vacuo. The residue was purified by column chromatography on silica gel (ethyl acetate-n-hexane) to gi... Reactants: CC(C(C1=CC=CC=C1)O)NC (1-ephedrine), CC(C(C1=CC=CC=C1)O)NC (1-ephedrine), CN (methylamine), C[C@@H]([C@@H](C1=CC=CC=C1)O)NC (L-ephedrine). The product is C[C@@H]([C@H](C1=CC=CC=C1)O)NC (d-pseudoephedrine). RXN SMILES: [CH3:1][CH:2]([NH:11][CH3:12])[CH:3]([OH:10])[C:4]1[CH:9]=[CH:8][CH:7]=[CH:6][CH:5]=1.CN.C[C@H](NC)[C@H](O)C1C=CC=CC=1>>[CH3:1][C@H:2]([NH:11][CH3:12])[C@@H:3]([OH:10])[C:4]1[CH:5]=[CH:6][CH:7]=[CH:8][CH:9]=1. Reported procedure: The combination of yeast transformation of benzaldehyde to produce PAC and chemical conversion of the PAC to make 1-ephedrine is described in U.S. Pat. No. 1,956,950. The PAC can be converted by a chemical reductive amination with methylamine to optically pure L-ephedrine as follows: ##STR2## The 1-ephedrine can then converted in high yield to d-pseudoephedrine as follows: ##STR3## It is apparent from this reaction scheme that microbial transformation of benzaldehyde by yeast to form L-(-)phenyl... Starting materials: P(OCC)(OCC)[O-] (diethyl phosphite), O (water), C(C)OCCCN (3-ethoxypropyl amine). Run in C(C)O (ethanol), C(C)O (ethanol). The product is C(C)P([O-])([O-])=O.C(C)OCCC[NH3+].C(C)OCCC[NH3+] (3-ethoxypropyl-ammoniumethyl phosphonate). Yield: 99.9%. Reaction SMILES: [P:1]([O-:8])([O:5]CC)[O:2]CC.O.[CH2:10]([O:12][CH2:13][CH2:14][CH2:15][NH2:16])[CH3:11]>C(O)C>[CH2:10]([P:1](=[O:2])([O-:5])[O-:8])[CH3:11].[CH2:10]([O:12][CH2:13][CH2:14][CH2:15][NH3+:16])[CH3:11].[CH2:10]([O:12][CH2:13][CH2:14][CH2:15][NH3+:16])[CH3:11] |f:4.5.6|. Reported procedure: A mixture of 13.81 g. (0.1 moles) of diethyl phosphite, 20 ml. of water and 20 ml. of ethanol is reacted with a mixture of 10.31 g. (0.1 moles) of 3-ethoxypropyl amine and 30 ml. of ethanol as described in Example 1. 21.3 g. (99.9%) of 3-ethoxypropyl-ammoniumethyl phosphonate are obtained. The reactants are N1=CC=NC2=C(C=CC=C12)CC(=O)OC(C)(C)C (tert-butyl 2-(quinoxalin-5-yl)acetate), Cl (HCl). Run in CC(=O)O (HOAc). Reaction conditions: temperature 80 celsius. The product is N1=CC=NC2=C(C=CC=C12)CC(=O)O (2-(quinoxalin-5-yl)acetic acid). Reaction SMILES: [N:1]1[C:10]2[C:5](=[C:6]([CH2:11][C:12]([O:14]C(C)(C)C)=[O:13])[CH:7]=[CH:8][CH:9]=2)[N:4]=[CH:3][CH:2]=1.Cl>CC(O)=O>[N:1]1[C:10]2[C:5](=[C:6]([CH2:11][C:12]([OH:14])=[O:13])[CH:7]=[CH:8][CH:9]=2)[N:4]=[CH:3][CH:2]=1. Procedure: To a stirring mixture of tert-butyl 2-(quinoxalin-5-yl)acetate (200 mg) in HOAc (5 mL) was added 6N HCl (5 mL). The reaction mixture was warmed to 80° C. for 2 h. The crude product mixture was concentrated under reduced pressure to give 2-(quinoxalin-5-yl)acetic acid, which was used in the next reaction without further purification. Method[1], MS(ESI) 189.0 [M+H], Retention time=0.722 min. Starting materials: C(C)(C)SCCCCCCCCCCCC(=O)NC1=C(OCCCC(=O)OCC)C=CC=C1 (Ethyl 4-(2-(12-(Isopropylthio)dodecanoylamino)-phenoxy)-butyrate), N (ammonia), CO.C(Cl)Cl (methanol methylene chloride), ( D ). The solvent is CO (methanol), CO (methanol). The product is C(C)(C)SCCCCCCCCCCCC(=O)NC1=C(OCCCC(=O)N)C=CC=C1 (4-(2-(12-(Isopropylthio)dodecanoylamino) phenoxy)-butyramide). Reaction SMILES: [CH:1]([S:4][CH2:5][CH2:6][CH2:7][CH2:8][CH2:9][CH2:10][CH2:11][CH2:12][CH2:13][CH2:14][CH2:15][C:16]([NH:18][C:19]1[CH:33]=[CH:32][CH:31]=[CH:30][C:20]=1[O:21][CH2:22][CH2:23][CH2:24][C:25](OCC)=[O:26])=[O:17])([CH3:3])[CH3:2].[NH3:34].CO.C(Cl)Cl>CO>[CH:1]([S:4][CH2:5][CH2:6][CH2:7][CH2:8][CH2:9][CH2:10][CH2:11][CH2:12][CH2:13][CH2:14][CH2:15][C:16]([NH:18][C:19]1[CH:33]=[CH:32][CH:31]=[CH:30][C:20]=1[O:21][CH2:22][CH2:23][CH2:24][C:25]([NH2:34])=[O:26])=[O:17])([CH3:3])[CH3:2] |f:2.3|. Procedure: To a stirred solution of (7) (20 mg, 0.041 mM) in methanol (10 mL) is added methanol saturated with ammonia (5 mL) and the stoppered mixture allowed to stir at ambient temperatures until TLC analysis shows little or no (D) remains. Concentration of the reaction mixture followed by preparative thin layer chromatography (silica gel; 3% methanol/methylene chloride as eluant) yields product 9 (11 mg) as a waxy solid. Reactants: C(CCC)N(CCCC)CCCC (tributylamine), IC1=C(C=C(C(=O)OC)C=C1)OCC(=CCCCCC)C1=CC=2C(CCC(C2C=C1)(C)C)(C)C (methyl 4-iodo-3-[2-(5,6,7,8-tetrahydro-5,5,8,8-tetramethyl-2-naphthyl)-2-octenyloxy]benzoate). Reagents/catalysts: C(C)(=O)[O-].C(C)(=O)[O-].[Pd+2] (palladium diacetate). Run in C(C)#N (acetonitrile). Conditions: temperature 80 celsius. Yields the product CC1(C=2C=CC(=CC2C(CC1)(C)C)C1(COC2=C1C=CC(=C2)C(=O)OC)CC=CCCC)C (Methyl 3-(5,6,7,8-tetrahydro-5,5,8,8-tetramethyl-2-naphthyl)-3-(2-hexenyl)-2H-1-benzofuran-6-carboxylate). As a reaction SMILES: C(N(CCCC)CCCC)CCC.I[C:15]1[CH:24]=[CH:23][C:18]([C:19]([O:21][CH3:22])=[O:20])=[CH:17][C:16]=1[O:25][CH2:26][C:27]([C:34]1[CH:43]=[CH:42][C:41]2[C:40]([CH3:45])([CH3:44])[CH2:39][CH2:38][C:37]([CH3:47])([CH3:46])[C:36]=2[CH:35]=1)=[CH:28][CH2:29][CH2:30][CH2:31][CH2:32][CH3:33]>C(#N)C.C([O-])(=O)C.C([O-])(=O)C.[Pd+2]>[CH3:44][C:40]1([CH3:45])[CH2:39][CH2:38][C:37]([CH3:46])([CH3:47])[C:36]2[CH:35]=[C:34]([C:27]3([CH2:28][CH:29]=[CH:30][CH2:31][CH2:32][CH3:33])[C:15]4[CH:24]=[CH:23][C:18]([C:19]([O:21][CH3:22])=[O:20])=[CH:17][C:16]=4[O:25][CH2:26]3)[CH:43]=[CH:42][C:41]1=2 |f:3.4.5|. Reported procedure: A mixture of tributylamine (0.28 ml, 1.16 mmol), palladium diacetate (24 mg, 0.1 mmol) and methyl 4-iodo-3-[2-(5,6,7,8-tetrahydro-5,5,8,8-tetramethyl-2-naphthyl)-2-octenyloxy]benzoate (610 mg, 1.06 mmol) in acetonitrile (15 ml) is heated at 80° C. for 24 h. The reaction medium is concentrated on a rotary evaporator under vacuum at 40° C. and then treated with 20 ml of water and ethyl ether. After separation of the phases by settling, the organic phase is washed twice with 20 ml of water, dried o... The reactants are C(C1=CC=CC=C1)OC(=O)N1[C@@H](C[C@@H]([C@H](C1)OCC=1C=CC2=C(N(CCO2)CCCOC)C1)C1=CC=C(C=C1)OC)C(=O)O ((2S,4R,5R)-4-(4-methoxy-phenyl)-5-[4-(3-methoxy-propyl)-3,4-dihydro-2H-benzo[1,4]oxazin-6-ylmethoxy]-piperidine-1,2-dicarboxylic acid 1-benzyl ester), C1(=CC=CC=C1)C=1C=C(CN)C=CC1 (3-phenylbenzylamine). Yields the product C(C1=CC=CC=C1)OC(=O)N1[C@@H](C[C@@H]([C@H](C1)OCC=1C=CC2=C(N(CCO2)CCCOC)C1)C1=CC=C(C=C1)OC)C(NCC=1C=C(C=CC1)C1=CC=CC=C1)=O ((2S,4R,5R)-2-[(Biphenyl-3-ylmethyl)-carbamoyl]-4-(4-methoxy-phenyl)-5-[4-(3-methoxy-propyl)-3,4-dihydro-2H-benzo[1,4]oxazin-6-ylmethoxy]-piperidine-1-carboxylic acid benzyl ester). Reaction SMILES: [CH2:1]([O:8][C:9]([N:11]1[CH2:16][C@H:15]([O:17][CH2:18][C:19]2[CH:20]=[CH:21][C:22]3[O:27][CH2:26][CH2:25][N:24]([CH2:28][CH2:29][CH2:30][O:31][CH3:32])[C:23]=3[CH:33]=2)[C@@H:14]([C:34]2[CH:39]=[CH:38][C:37]([O:40][CH3:41])=[CH:36][CH:35]=2)[CH2:13][C@H:12]1[C:42](O)=[O:43])=[O:10])[C:2]1[CH:7]=[CH:6][CH:5]=[CH:4][CH:3]=1.[C:45]1([C:51]2[CH:52]=[C:53]([CH:56]=[CH:57][CH:58]=2)[CH2:54][NH2:55])[CH:50]=[CH:49][CH:48]=[CH:47][CH:46]=1>>[CH2:1]([O:8][C:9]([N:11]1[CH2:16][C@H:15]([O:17][CH2:18][C:19]2[CH:20]=[CH:21][C:22]3[O:27][CH2:26][CH2:25][N:24]([CH2:28][CH2:29][CH2:30][O:31][CH3:32])[C:23]=3[CH:33]=2)[C@@H:14]([C:34]2[CH:39]=[CH:38][C:37]([O:40][CH3:41])=[CH:36][CH:35]=2)[CH2:13][C@H:12]1[C:42](=[O:43])[NH:55][CH2:54][C:53]1[CH:52]=[C:51]([C:45]2[CH:46]=[CH:47][CH:48]=[CH:49][CH:50]=2)[CH:58]=[CH:57][CH:56]=1)=[O:10])[C:2]1[CH:7]=[CH:6][CH:5]=[CH:4][CH:3]=1. Procedure details: According to general procedure D, 0.07 g of (2S,4R,5R)-4-(4-methoxy-phenyl)-5-[4-(3-methoxy-propyl)-3,4-dihydro-2H-benzo[1,4]oxazin-6-ylmethoxy]-piperidine-1,2-dicarboxylic acid 1-benzyl ester and 3-phenylbenzylamine are reacted to afford the title compound as a colourless solid. Rf=0.15 (EtOAc-heptan 1:1:1); Rt=5.62.